From a dataset of the Open Reaction Database (ORD), a public repository of structured organic reaction records. describe an organic reaction: reactants, conditions, products, and yield Starting materials: COC(=O)CCc1ccc(C(=O)NCC(NC(=O)OCc2ccccc2)C(=O)OC(C)(C)C)cc1, CC(=O)O, CO, [H][H]. Yields the product COC(=O)CCc1ccc(C(=O)NCC(N)C(=O)OC(C)(C)C)cc1. Reaction SMILES: [CH2:1]([O:2][C:3](=[O:4])[NH:11][CH:12]([C:13](=[O:14])[O:15][C:16]([CH3:17])([CH3:18])[CH3:19])[CH2:20][NH:21][C:22]([c:23]1[cH:24][cH:25][c:26]([CH2:29][CH2:30][C:31](=[O:32])[O:33][CH3:34])[cH:27][cH:28]1)=[O:35])[c:5]1[cH:6][cH:7][cH:8][cH:9][cH:10]1.[CH3:36][C:37](=[O:38])[OH:39].[CH3:42][OH:43].[H:40][H:41]>>[NH2:11][CH:12]([C:13](=[O:14])[O:15][C:16]([CH3:17])([CH3:18])[CH3:19])[CH2:20][NH:21][C:22]([c:23]1[cH:24][cH:25][c:26]([CH2:29][CH2:30][C:31](=[O:32])[O:33][CH3:34])[cH:27][cH:28]1)=[O:35]. Starting materials: COC(=O)COc1ccc(Cl)c2nc(C)c(Oc3ccc(Cl)cc3)c(C)c12, CO, Cl, [Na+], [OH-], O. Product: Cc1nc2c(Cl)ccc(OCC(=O)O)c2c(C)c1Oc1ccc(Cl)cc1. Reaction SMILES: [CH3:1][O:2][C:3]([CH2:4][O:5][c:6]1[c:7]2[c:8]([CH3:26])[c:9]([O:18][c:19]3[cH:20][cH:21][c:22]([Cl:25])[cH:23][cH:24]3)[c:10]([CH3:17])[n:11][c:12]2[c:13]([Cl:16])[cH:14][cH:15]1)=[O:27].[CH3:28][OH:29].[ClH:32].[Na+:31].[OH-:30].[OH2:33]>>[O:2]=[C:3]([CH2:4][O:5][c:6]1[c:7]2[c:8]([CH3:26])[c:9]([O:18][c:19]3[cH:20][cH:21][c:22]([Cl:25])[cH:23][cH:24]3)[c:10]([CH3:17])[n:11][c:12]2[c:13]([Cl:16])[cH:14][cH:15]1)[OH:27]. Reactants: C(C)(C)(C)N1N=C(C=C1C1=CC=C(C=C1)OC)CCC=O (3-(1-tert-butyl-5-(4-methoxyphenyl)-1H-pyrazol-3-yl)propanal), [BH-](OC(=O)C)(OC(=O)C)OC(=O)C.[Na+] (NaBH(OAc)3), FC1=C(C=CC=C1)N1CCNCC1 (1-(2-fluorophenyl)piperazine), CCN(C(C)C)C(C)C (DIPEA). The product is C(C)(C)(C)N1N=C(C=C1C1=CC=C(C=C1)OC)CCCN1CCN(CC1)C1=C(C=CC=C1)F (1-(3-(1-tert-butyl-5-(4-methoxyphenyl)-1H-pyrazol-3-yl)propyl)-4-(2-fluorophenyl)piperazine). RXN SMILES: [C:1]([N:5]1[C:9]([C:10]2[CH:15]=[CH:14][C:13]([O:16][CH3:17])=[CH:12][CH:11]=2)=[CH:8][C:7]([CH2:18][CH2:19][CH:20]=O)=[N:6]1)([CH3:4])([CH3:3])[CH3:2].[F:22][C:23]1[CH:28]=[CH:27][CH:26]=[CH:25][C:24]=1[N:29]1[CH2:34][CH2:33][NH:32][CH2:31][CH2:30]1.CCN(C(C)C)C(C)C.[BH-](OC(C)=O)(OC(C)=O)OC(C)=O.[Na+]>>[C:1]([N:5]1[C:9]([C:10]2[CH:15]=[CH:14][C:13]([O:16][CH3:17])=[CH:12][CH:11]=2)=[CH:8][C:7]([CH2:18][CH2:19][CH2:20][N:32]2[CH2:31][CH2:30][N:29]([C:24]3[CH:25]=[CH:26][CH:27]=[CH:28][C:23]=3[F:22])[CH2:34][CH2:33]2)=[N:6]1)([CH3:3])([CH3:2])[CH3:4] |f:3.4|. Procedure: 132 mg (91%) of target compound was obtained by using a method same as in Example 1 by using 3-(1-tert-butyl-5-(4-methoxyphenyl)-1H-pyrazol-3-yl)propanal (85 mg, 0.297 mmol), 1-(2-fluorophenyl)piperazine (54 mg, 0.297 mmol), DIPEA (0.078 mL, 0.446 mmol) and NaBH(OAc)3 (189 mg, 0.891 mmol). Reactants: COC(C=C(C)C1=CC(=CC=C1)OC)=O (3-(3-Methoxy-phenyl)-but-2-enoic acid methyl ester), [OH-].[Na+] (sodium hydroxide). Run in O (water), CO (methanol), C1CCOC1 (THF). Reaction conditions: time 16 hour. Yields the product COC=1C=C(C=CC1)C(=CC(=O)O)C (3-(3-Methoxy-phenyl)-but-2-enoic acid). Isolated yield 65.9%. RXN SMILES: C[O:2][C:3](=[O:15])[CH:4]=[C:5]([C:7]1[CH:12]=[CH:11][CH:10]=[C:9]([O:13][CH3:14])[CH:8]=1)[CH3:6].[OH-].[Na+]>O.CO.C1COCC1>[CH3:14][O:13][C:9]1[CH:8]=[C:7]([C:5]([CH3:6])=[CH:4][C:3]([OH:15])=[O:2])[CH:12]=[CH:11][CH:10]=1 |f:1.2|. Procedure details: 3-(3-Methoxy-phenyl)-but-2-enoic acid methyl ester (2 g, 7.9 mmol) and sodium hydroxide (0.78 g, 19.4 mmol) were dissolved in a mixture of water (50 ml), methanol (50 ml) and THF (50 ml). The mixture was stirred at ambient temperature for 16 hours and then concentrated under reduced pressure. The remaining aqueous solution was diluted with water and extracted with EtOAc twice. The aqueous was collected and acidified to pH 4 and extracted with EtOAc three times. The organics were combined, dried ... The reactants are COC(=O)c1cccc(-c2ncsc2CBr)c1, CO, C[O-], [K+], [Na+], CC(=O)[O-], CN(C)C=O. Yields the product COC(=O)c1cccc(-c2ncsc2CO)c1. RXN SMILES: [CH3:1][O:2][C:3]([c:4]1[cH:5][c:6](-[c:10]2[n:11][cH:12][s:13][c:14]2[CH2:15][Br:16])[cH:7][cH:8][cH:9]1)=[O:17].[CH3:23][OH:24].[CH3:25][O-:26].[K+:22].[Na+:27].[O-:18][C:19]([CH3:20])=[O:21].[O:28]=[CH:29][N:30]([CH3:31])[CH3:32]>>[CH3:1][O:2][C:3]([c:4]1[cH:5][c:6](-[c:10]2[n:11][cH:12][s:13][c:14]2[CH2:15][OH:18])[cH:7][cH:8][cH:9]1)=[O:17].